From a dataset of the Open Reaction Database (ORD), a public repository of structured organic reaction records. describe an organic reaction: reactants, conditions, products, and yield Starting materials: C(CCCCCCCCC)N (decylamine), C1(=CC=CC=C1)C(=CC(=O)Cl)C1=CC=C(C=C1)[N+](=O)[O-] (3-phenyl-3-(4-nitrophenyl)propenoyl chloride). The solvent is O1CCCC1 (tetrahydrofuran), O1CCCC1 (tetrahydrofuran). Yields the product C(CCCCCCCCC)NC(C=C(C1=CC=C(C=C1)[N+](=O)[O-])C1=CC=CC=C1)=O (N-Decyl-3-phenyl-3-(4-nitrophenyl)propenamide). Reaction SMILES: [CH2:1]([NH2:11])[CH2:2][CH2:3][CH2:4][CH2:5][CH2:6][CH2:7][CH2:8][CH2:9][CH3:10].[C:12]1([C:18]([C:23]2[CH:28]=[CH:27][C:26]([N+:29]([O-:31])=[O:30])=[CH:25][CH:24]=2)=[CH:19][C:20](Cl)=[O:21])[CH:17]=[CH:16][CH:15]=[CH:14][CH:13]=1>O1CCCC1>[CH2:1]([NH:11][C:20](=[O:21])[CH:19]=[C:18]([C:12]1[CH:17]=[CH:16][CH:15]=[CH:14][CH:13]=1)[C:23]1[CH:24]=[CH:25][C:26]([N+:29]([O-:31])=[O:30])=[CH:27][CH:28]=1)[CH2:2][CH2:3][CH2:4][CH2:5][CH2:6][CH2:7][CH2:8][CH2:9][CH3:10]. Procedure: To a stirred solution of 5.89 g. of decylamine in 25 ml. of tetrahydrofuran was added a solution of 4.89 g. of 3-phenyl-3-(4-nitrophenyl)propenoyl chloride in 25 ml. of tetrahydrofuran, dropwise, during 20 minutes, at ice-bath temperature. The solvent was removed by evaporation in vacuo and the residue was partitioned between ethyl acetate and water. The layers were separated, and the ethyl acetate layer was washed with water, dried using sodium sulfate, and then evaporated in vacuo. This afford... Starting materials: C(C)OC(C(C)C=1C=C(C(=CC1)OC)C1=C(C=C(C=C1)C(F)(F)F)C=O)=O (2-(2′-formyl-6-methoxy-4′-trifluoromethyl-biphenyl-3-yl)-propionic acid ethyl ester), C(C)N (ethylamine). Yields the product C(C)OC(C(C)C=1C=C(C(=CC1)OC)C1=C(C=C(C=C1)C(F)(F)F)CNCC)=O (2-(2′-Ethylaminomethyl-6-methoxy-4′-trifluoromethyl-biphenyl-3-yl)-propionic acid ethyl ester). Reaction SMILES: [CH2:1]([O:3][C:4](=[O:27])[CH:5]([C:7]1[CH:8]=[C:9]([C:15]2[CH:20]=[CH:19][C:18]([C:21]([F:24])([F:23])[F:22])=[CH:17][C:16]=2[CH:25]=O)[C:10]([O:13][CH3:14])=[CH:11][CH:12]=1)[CH3:6])[CH3:2].[CH2:28]([NH2:30])[CH3:29]>>[CH2:1]([O:3][C:4](=[O:27])[CH:5]([C:7]1[CH:8]=[C:9]([C:15]2[CH:20]=[CH:19][C:18]([C:21]([F:23])([F:24])[F:22])=[CH:17][C:16]=2[CH2:25][NH:30][CH2:28][CH3:29])[C:10]([O:13][CH3:14])=[CH:11][CH:12]=1)[CH3:6])[CH3:2]. Procedure: Prepared according to the procedure described in Example 1, Step 5, using the following starting materials: 2-(2′-formyl-6-methoxy-4′-trifluoromethyl-biphenyl-3-yl)-propionic acid ethyl ester and ethylamine (2M in THF). Starting materials: OC1=C(C=C(CNC(=O)C2(CSSC2)C)C=C1)OC (N-(4-hydroxy-3-methoxybenzyl)-4-methyl-1,2-dithiolane-4-carboxamide), Cl.NCCC1=CC(=C(C=C1)O)OC (4-(2-aminoethyl)-2-methoxyphenol hydrochloride). Product: OC1=C(C=C(C=C1)CCNC(=O)C1(CSSC1)C)OC (N-[2-(4-hydroxy-3-methoxyphenyl)ethy]-4-methyl-1,2-dithiolane-4-carboxamide). Yield: 64.0%. RXN SMILES: OC1C=CC(CN[C:8]([C:10]2([CH3:15])[CH2:14][S:13][S:12][CH2:11]2)=[O:9])=CC=1OC.Cl.[NH2:21][CH2:22][CH2:23][C:24]1[CH:29]=[CH:28][C:27]([OH:30])=[C:26]([O:31][CH3:32])[CH:25]=1>>[OH:30][C:27]1[CH:28]=[CH:29][C:24]([CH2:23][CH2:22][NH:21][C:8]([C:10]2([CH3:15])[CH2:14][S:13][S:12][CH2:11]2)=[O:9])=[CH:25][C:26]=1[O:31][CH3:32] |f:1.2|. Procedure: Same method as for Compound 16 with 4-(2-aminoethyl)-2-methoxyphenol hydrochloride. 320 mg of a yellow solid are obtained (yield=64%). Reported procedure: To a stirred solution of 3.58 g of (3S)-2-oxo-3-[[(phenylmethoxy)carbonyl]amino]-1-azetidinesulfonic acid, tetrabutylammonium salt and 960 mg of 8-hydroxyquinoline in 10 ml of dichloroethane was added 1.53 g of camphorsulfonic acid. An additional 5 ml of dichloroethane was added and the mixture was stirred to effect solution and a seed crystal of the desired product was added to initiate precipitation. After ca. 5 minutes, 15 ml of ethyl acetate was added slowly. After an additional 30 minutes, ... The solvent is ClC(C)Cl (dichloroethane), ClC(C)Cl (dichloroethane). RXN SMILES: C([N+](CCCC)(CCCC)CCCC)CCC.[O:18]=[C:19]1[C@@H:22]([NH:23][C:24]([O:26][CH2:27][C:28]2[CH:33]=[CH:32][CH:31]=[CH:30][CH:29]=2)=[O:25])[CH2:21][N:20]1[S:34]([O-:37])(=[O:36])=[O:35].[OH:38][C:39]1[CH:40]=[CH:41][CH:42]=[C:43]2[C:48]=1[N:47]=[CH:46][CH:45]=[CH:44]2.C12(CS(O)(=O)=O)C(C)(C)C(CC1)CC2=O>ClC(Cl)C>[OH:38][C:39]1[CH:40]=[CH:41][CH:42]=[C:43]2[C:48]=1[NH+:47]=[CH:46][CH:45]=[CH:44]2.[O:18]=[C:19]1[C@@H:22]([NH:23][C:24]([O:26][CH2:27][C:28]2[CH:33]=[CH:32][CH:31]=[CH:30][CH:29]=2)=[O:25])[CH2:21][N:20]1[S:34]([O-:37])(=[O:35])=[O:36] |f:0.1,5.6|. Reactants: C(CCC)[N+](CCCC)(CCCC)CCCC.O=C1N(C[C@@H]1NC(=O)OCC1=CC=CC=C1)S(=O)(=O)[O-] ((3S)-2-oxo-3-[[(phenylmethoxy)carbonyl]amino]-1-azetidinesulfonic acid, tetrabutylammonium salt), OC=1C=CC=C2C=CC=NC12 (8-hydroxyquinoline), C12(C(=O)CC(CC1)C2(C)C)CS(=O)(=O)O (camphorsulfonic acid). The product is OC=1C=CC=C2C=CC=[NH+]C12.O=C1N(C[C@@H]1NC(=O)OCC1=CC=CC=C1)S(=O)(=O)[O-] ((3S)-2-Oxo-3-[[(Phenylmethoxy)carbonyl]amino]-1-azetidinesulfonic acid, 8-hydroxyquinolinium salt).